From a dataset of the Open Reaction Database (ORD), a public repository of structured organic reaction records. describe an organic reaction: reactants, conditions, products, and yield The reactants are Oc1ccc(Br)cc1, O=C([O-])O, CC(C)(C)[Si](Cl)(c1ccccc1)c1ccccc1, CN(C)C=O, [Na+], c1c[nH]cn1. The product is CC(C)(C)[Si](Oc1ccc(Br)cc1)(c1ccccc1)c1ccccc1. Reaction SMILES: [Br:24][c:25]1[cH:26][cH:27][c:28]([OH:31])[cH:29][cH:30]1.[C:32](=[O:33])([OH:34])[O-:35].[C:6]([CH3:7])([CH3:8])([CH3:9])[Si:10]([c:11]1[cH:12][cH:13][cH:14][cH:15][cH:16]1)([c:17]1[cH:18][cH:19][cH:20][cH:21][cH:22]1)[Cl:23].[CH3:37][N:38]([CH3:39])[CH:40]=[O:41].[Na+:36].[nH:1]1[cH:2][cH:3][n:4][cH:5]1>>[C:6]([CH3:7])([CH3:8])([CH3:9])[Si:10]([c:11]1[cH:12][cH:13][cH:14][cH:15][cH:16]1)([c:17]1[cH:18][cH:19][cH:20][cH:21][cH:22]1)[O:31][c:28]1[cH:27][cH:26][c:25]([Br:24])[cH:30][cH:29]1.